This data is from the Open Reaction Database (ORD), a public repository of structured organic reaction records. The task is: describe an organic reaction: reactants, conditions, products, and yield Reactants: ClC1=CC=C(C=C1)S(=O)(=O)NC(C(=O)NCCCCCCCC(=O)OC)CN1C=NC=C1 ((RS)-2-(4-chlorobenzenesulfonylamino)-3-(1H-imidazol-1-yl)-N-(7-methoxycarbonylheptyl)propanamide), Cl (HCl). The product is Cl.C(=O)(O)CCCCCCCNC(C(CN1C=NC=C1)NS(=O)(=O)C1=CC=C(C=C1)Cl)=O ((RS)-N-(7-carboxyheptyl)-2-(4-chlorobenzenesulfonylamino)-3-(1H-imidazol-1-yl)propanamide hydrochloride). Isolated yield 185.9%. As a reaction SMILES: [Cl:1][C:2]1[CH:7]=[CH:6][C:5]([S:8]([NH:11][CH:12]([CH2:27][N:28]2[CH:32]=[CH:31][N:30]=[CH:29]2)[C:13]([NH:15][CH2:16][CH2:17][CH2:18][CH2:19][CH2:20][CH2:21][CH2:22][C:23]([O:25]C)=[O:24])=[O:14])(=[O:10])=[O:9])=[CH:4][CH:3]=1.Cl>>[ClH:1].[C:23]([CH2:22][CH2:21][CH2:20][CH2:19][CH2:18][CH2:17][CH2:16][NH:15][C:13](=[O:14])[CH:12]([NH:11][S:8]([C:5]1[CH:4]=[CH:3][C:2]([Cl:1])=[CH:7][CH:6]=1)(=[O:10])=[O:9])[CH2:27][N:28]1[CH:32]=[CH:31][N:30]=[CH:29]1)([OH:25])=[O:24] |f:2.3|. Reported procedure: The procedure described in Example 92 was repeated, except that (RS)-2-(4-chlorobenzenesulfonylamino)-3-(1H-imidazol-1-yl)-N-(7-methoxycarbonylheptyl)propanamide (25.6 mg) was hydrolyzed, and then reacted with HCl to obtain (RS)-N-(7-carboxyheptyl)-2-(4-chlorobenzenesulfonylamino)-3-(1H-imidazol-1-yl)propanamide hydrochloride (24.9 mg). Starting materials: C(=C)OCCONC(=O)C1=C(C(=C2C(=N1)N(C=N2)C)F)NC2=C(C=C(C=C2)Br)F (6-(4-bromo-2-fluorophenylamino)-7-fluoro-3 -methyl-3H-imidazo[4,5-b]pyridine-5-carboxylic acid (2-vinyloxyethoxy)-amide), Cl (HCl), C(=O)(O)[O-].[Na+] (NaHCO3). Run in CCOC(=O)C (EtOAc), C1CCOC1.CCO (THF EtOH). Run at time 1 hour. Product: OCCONC(=O)C1=C(C(=C2C(=N1)N(C=N2)C)F)NC2=C(C=C(C=C2)Br)F (6-(4-bromo-2-fluorophenylamino)-7-fluoro-3-methyl-3H-imidazo[4,5-b]pyridine-5-carboxylic acid (2-hydroxyethoxy)-amide). RXN SMILES: C([O:3][CH2:4][CH2:5][O:6][NH:7][C:8]([C:10]1[N:15]=[C:14]2[N:16]([CH3:19])[CH:17]=[N:18][C:13]2=[C:12]([F:20])[C:11]=1[NH:21][C:22]1[CH:27]=[CH:26][C:25]([Br:28])=[CH:24][C:23]=1[F:29])=[O:9])=C.Cl.C([O-])(O)=O.[Na+]>C1COCC1.CCO.CCOC(C)=O>[OH:3][CH2:4][CH2:5][O:6][NH:7][C:8]([C:10]1[N:15]=[C:14]2[N:16]([CH3:19])[CH:17]=[N:18][C:13]2=[C:12]([F:20])[C:11]=1[NH:21][C:22]1[CH:27]=[CH:26][C:25]([Br:28])=[CH:24][C:23]=1[F:29])=[O:9] |f:2.3,4.5|. Reported procedure: To a solution of 6-(4-bromo-2-fluorophenylamino)-7-fluoro-3 -methyl-3H-imidazo[4,5-b]pyridine-5-carboxylic acid (2-vinyloxyethoxy)-amide (1.00 equivalent) in THF-EtOH is added 1 N aqueous HCl (2.0 equivalents) at room temperature. After stirring for 1 hour at room temperature, the reaction mixture is neutralized with saturated aqueous NaHCO3 and diluted with EtOAc. The organic layer is washed with brine, dried over MgSO4, filtered, and concentrated in vacuo to give the crude material that is pur... Reactants: N1=NNC(C2=C1C1=C([Se]2)C=CC=C1)=O (3H-benzo[b]1,2,3-triazino[4,5-d]selenophen-4-one), C([O-])([O-])=O.[K+].[K+] (potassium carbonate), IC (iodomethane). The solvent is CC(=O)C (acetone). Conditions: time 16 hour. The product is CN1N=NC=2C3=C([Se]C2C1=O)C=CC=C3 (3-Methylbenzo[b]1, 2,3-triazino[4,5-d]selenophen-4-one). Isolated yield 56.8%. Reaction SMILES: [N:1]1[C:6]2[C:7]3[CH:13]=[CH:12][CH:11]=[CH:10][C:8]=3[Se:9][C:5]=2[C:4](=[O:14])[NH:3][N:2]=1.[C:15](=O)([O-])[O-].[K+].[K+].IC>CC(C)=O>[CH3:15][N:3]1[C:4](=[O:14])[C:5]2[Se:9][C:8]3[CH:10]=[CH:11][CH:12]=[CH:13][C:7]=3[C:6]=2[N:1]=[N:2]1 |f:1.2.3|. Procedure: To a solution of 3H-benzo[b]1,2,3-triazino[4,5-d]selenophen-4-one (200 mg, 0.8 mmol) in acetone (50 mL) was added sequentially potassium carbonate (400 mg, 1.6 mmol), iodomethane (0.1 mL, 0.9 mmol) and a catalytic amount of PEG-400 was added at rt and the mixture was stirred at rt for 16 h. The solution was filtered and the solids were washed with acetone. Acetone was evaporated under reduced pressure and the residue was chromatographed over silica gel column using hexane-chloroform (70:30) as e... Reaction SMILES: FC(F)(F)C(O)=O.ClC1C(N[C@@H]2[C@@H]3C[C@@H](C=C3)[C@@H]2C(N)=O)=C2N=C(C3C=CC(CN4CCOCC4)=CC=3)NC2=NC=1.[NH2:42][C:43]1[C:48]([NH2:49])=[C:47]([NH:50][C@H:51]2[C@H:56]3[CH2:57][C@H:53]([CH:54]=[CH:55]3)[C@H:52]2[C:58]([NH2:60])=[O:59])[C:46]([Cl:61])=[CH:45][N:44]=1.[CH3:62][O:63][C:64]1[CH:71]=[C:70]([N:72]2[CH2:77][CH2:76][N:75]([CH3:78])[CH2:74][CH2:73]2)[CH:69]=[CH:68][C:65]=1[CH:66]=O>>[Cl:61][C:46]1[C:47]([NH:50][C@H:51]2[C@H:56]3[CH2:57][C@H:53]([CH:54]=[CH:55]3)[C@H:52]2[C:58]([NH2:60])=[O:59])=[C:48]2[N:49]=[C:66]([C:65]3[CH:68]=[CH:69][C:70]([N:72]4[CH2:73][CH2:74][N:75]([CH3:78])[CH2:76][CH2:77]4)=[CH:71][C:64]=3[O:63][CH3:62])[NH:42][C:43]2=[N:44][CH:45]=1 |f:0.1|. Isolated yield 5.0%. The reactants are FC(C(=O)O)(F)F.ClC=1C(=C2C(=NC1)NC(=N2)C2=CC=C(C=C2)CN2CCOCC2)N[C@H]2[C@H]([C@@H]1C=C[C@H]2C1)C(=O)N ((1S,2S,3R,4R)-3-[6-Chloro-2-(4-morpholin-4-ylmethyl-phenyl)-3H-imidazo[4,5-b]pyridine-7-ylamino]-bicyclo[2.2.1]hept-5-ene-2-carboxylic acid amide-trifluoroacetate salt), NC1=NC=C(C(=C1N)N[C@@H]1[C@@H]([C@H]2C=C[C@@H]1C2)C(=O)N)Cl ((1R,2R,3S,4S)-3-(2,3-Diamino-5-chloro-pyridin-4-ylamino)-bicyclo[2.2.1]hept-5-ene-2-carboxylic acid amide), COC1=C(C=O)C=CC(=C1)N1CCN(CC1)C (2-Methoxy-4-(4-methyl-piperazin-1-yl)-benzaldehyde). Procedure: In the same fashion as for Compound III, (1R,2R,3S,4S)-3-(2,3-Diamino-5-chloro-pyridin-4-ylamino)-bicyclo[2.2.1]hept-5-ene-2-carboxylic acid amide and 2-Methoxy-4-(4-methyl-piperazin-1-yl)-benzaldehyde were reacted to produce the title compound (5%). 1H NMR (d-6 DMSO): 12.19 (br s, 1H), 9.67 (br s, 1H), 8.05 (d, J=8 Hz, 1H), 7.94 (s, 1H), 7.77 (s, 1H), 7.18 (m, 1H), 6.79 (d, J=8 Hz, 1H), 6.71 (s, 1H), 6.35 (s, 2H), 5.20 (m, 1H), 4.07 (d, J=8 Hz, 2H), 3.98 (s, 3H), 3.28-2.18 (m, 11H), 1.45 (m, 2H... The product is ClC=1C(=C2C(=NC1)NC(=N2)C2=C(C=C(C=C2)N2CCN(CC2)C)OC)N[C@@H]2[C@@H]([C@H]1C=C[C@@H]2C1)C(=O)N ((1R,2R,3S,4S)-3-{6-Chloro-2-[2-methoxy-4-(4-methyl-piperazin-1-yl)-phenyl]-3H-imidazo[4,5-b]pyridin-7-ylamino}-bicyclo[2.2.1]hept-5-ene-2-carboxylic acid amide). Starting materials: C=CCCNC(=O)OCc1ccccc1, ClC(Cl)Cl, O=C(OO)c1cccc(Cl)c1. Product: O=C(NCCC1CO1)OCc1ccccc1. RXN SMILES: [CH2:1]([c:2]1[cH:3][cH:4][cH:5][cH:6][cH:7]1)[O:8][C:9]([NH:10][CH2:11][CH2:12][CH:13]=[CH2:14])=[O:15].[CH:27]([Cl:28])([Cl:29])[Cl:30].[OH:16][O:17][C:18]([c:19]1[cH:20][c:21]([Cl:22])[cH:23][cH:24][cH:25]1)=[O:26]>>[CH2:1]([c:2]1[cH:3][cH:4][cH:5][cH:6][cH:7]1)[O:8][C:9]([NH:10][CH2:11][CH2:12][CH:13]1[CH2:14][O:16]1)=[O:15]. Starting materials: FC1=CC=C(C=C1)OC(N(C)[C@H]1CNC[C@@H]1C1=CC(=C(C=C1)Cl)Cl)=O (rac-[(3R,4S)-4-(3,4-dichloro-phenyl)-pyrrolidin-3-yl]-methyl-carbamic acid 4-fluoro-phenyl ester), ClC1=CC=C(N=N1)N1CCC(CC1)C(=O)O (1-(6-chloro-3-pyridazinyl)-4-piperidinecarboxylic acid). The product is FC1=CC=C(C=C1)OC(N(C)[C@H]1CN(C[C@@H]1C1=CC(=C(C=C1)Cl)Cl)C(=O)C1CCN(CC1)C=1N=NC(=CC1)Cl)=O (rac-[(3R,4S)-1-[1-(6-Chloro-pyridazin-3-yl)-piperidine-4-carbonyl]-4-(3,4-dichloro-phenyl)-pyrrolidin-3-yl]-methyl-carbamic acid 4-fluoro-phenyl ester). Reaction SMILES: [F:1][C:2]1[CH:7]=[CH:6][C:5]([O:8][C:9](=[O:25])[N:10]([C@@H:12]2[C@@H:16]([C:17]3[CH:22]=[CH:21][C:20]([Cl:23])=[C:19]([Cl:24])[CH:18]=3)[CH2:15][NH:14][CH2:13]2)[CH3:11])=[CH:4][CH:3]=1.[Cl:26][C:27]1[N:32]=[N:31][C:30]([N:33]2[CH2:38][CH2:37][CH:36]([C:39](O)=[O:40])[CH2:35][CH2:34]2)=[CH:29][CH:28]=1>>[F:1][C:2]1[CH:7]=[CH:6][C:5]([O:8][C:9](=[O:25])[N:10]([C@@H:12]2[C@@H:16]([C:17]3[CH:22]=[CH:21][C:20]([Cl:23])=[C:19]([Cl:24])[CH:18]=3)[CH2:15][N:14]([C:39]([CH:36]3[CH2:37][CH2:38][N:33]([C:30]4[N:31]=[N:32][C:27]([Cl:26])=[CH:28][CH:29]=4)[CH2:34][CH2:35]3)=[O:40])[CH2:13]2)[CH3:11])=[CH:4][CH:3]=1. Reported procedure: In analogy to the procedure described for the synthesis of example 44 (step c), the title compound rac-[(3R,4S)-1-[1-(6-Chloro-pyridazin-3-yl)-piperidine-4-carbonyl]-4-(3,4-dichloro-phenyl)-pyrrolidin-3-yl]-methyl-carbamic acid 4-fluoro-phenyl ester was prepared from rac-[(3R,4S)-4-(3,4-dichloro-phenyl)-pyrrolidin-3-yl]-methyl-carbamic acid 4-fluoro-phenyl ester using 1-(6-chloro-3-pyridazinyl)-4-piperidinecarboxylic acid instead of 1-methylcyclopropane-1-carboxylic acid and was obtained as an o...